From a dataset of the Open Reaction Database (ORD), a public repository of structured organic reaction records. describe an organic reaction: reactants, conditions, products, and yield Starting materials: C=O (formaldehyde), C(C)NCC (diethyl amine), BrC=1C=C2C=CN(C2=CC1)CCCCCCCC (5-bromo 1-octyl 1H-indole). Solvent: C(C)(=O)O (acetic acid). Reaction conditions: time 8 hour. Yields the product BrC=1C=C2C(=CN(C2=CC1)CCCCCCCC)CNCC ((5-bromo-1-octyl-1H-indol-3-ylmethyl)ethylamine). Yield: 40.0%. RXN SMILES: [Br:1][C:2]1[CH:3]=[C:4]2[C:8](=[CH:9][CH:10]=1)[N:7]([CH2:11][CH2:12][CH2:13][CH2:14][CH2:15][CH2:16][CH2:17][CH3:18])[CH:6]=[CH:5]2.C=O.[CH2:21]([NH:23][CH2:24]C)[CH3:22]>C(O)(=O)C>[Br:1][C:2]1[CH:3]=[C:4]2[C:8](=[CH:9][CH:10]=1)[N:7]([CH2:11][CH2:12][CH2:13][CH2:14][CH2:15][CH2:16][CH2:17][CH3:18])[CH:6]=[C:5]2[CH2:24][NH:23][CH2:21][CH3:22]. Procedure: To a stirred solution of 5-bromo 1-octyl 1H-indole (2 mmol) in acetic acid (10 ml) was added formaldehyde (0.5 ml) and diethyl amine (4 mmol), reaction was stirred at RT overnight, reaction were monitored by TLC. Reaction was quenched by methylene chloride 20 ml, and 15 ml of water and pH was adjusted to 9 using 1N NaOH solution. Added more methylene chloride and organic layer was washed with water. Combined organic layer was washed with brine, dried (Na2SO4) and concentrated under reduced press... Reactants: CCOCC, CB(OC(C)C)OC(C)C, Cl, [Li]C#Cc1ccccc1. Yields the product CB(C#Cc1ccccc1)OC(C)C. RXN SMILES: [CH2:21]([O:22][CH2:23][CH3:24])[CH3:25].[CH3:1][B:2]([O:3][CH:4]([CH3:5])[CH3:6])[O:7][CH:8]([CH3:9])[CH3:10].[ClH:20].[c:11]1([C:17]#[C:18][Li:19])[cH:12][cH:13][cH:14][cH:15][cH:16]1>>[CH3:1][B:2]([O:3][CH:4]([CH3:5])[CH3:6])[C:18]#[C:17][c:11]1[cH:12][cH:13][cH:14][cH:15][cH:16]1. Starting materials: solution, C(CCC)[Li] (n-butyllithium), C1(=CC=CC=C1)S(=O)(=O)N1C(=CC2=C1N=CN=C2Cl)C2=CC=CC=C2 (7-Benzenesulfonyl4-chloro-6-phenyl-7H-pyrrolo[2,3-d]pyrimidine), IC (iodomethane), C(C)(C)NC(C)C (diisopropylamine). Run in hexanes, C1CCOC1 (THF), C1CCOC1 (THF). Reaction conditions: temperature -78 celsius, time 10 minute. Product: C1(=CC=CC=C1)S(=O)(=O)N1C(=CC2=C1N=CN=C2Cl)C (7-Benzenesulfonyl-4-chloro-6-methyl-7H-pyrrolo[2,3-d]pyrimidine). Reaction SMILES: C(NC(C)C)(C)C.C([Li])CCC.[C:13]1([S:19]([N:22]2[C:26]3[N:27]=[CH:28][N:29]=[C:30]([Cl:31])[C:25]=3[CH:24]=[C:23]2[C:32]2C=CC=CC=2)(=[O:21])=[O:20])[CH:18]=[CH:17][CH:16]=[CH:15][CH:14]=1.IC>C1COCC1>[C:13]1([S:19]([N:22]2[C:26]3[N:27]=[CH:28][N:29]=[C:30]([Cl:31])[C:25]=3[CH:24]=[C:23]2[CH3:32])(=[O:21])=[O:20])[CH:14]=[CH:15][CH:16]=[CH:17][CH:18]=1. Procedure: To flame-dried flask under N2 was charged 0.57 ml (4.07 mmol) of diisopropylamine and 5.0 mL of dry THF. The solution was cooled to −78 OC and 1.63 mL (4.08 mmol) of a 2.5 M solution of n-butyllithium in hexanes added. The resulting mixture was brought to 0° C. and stirred for 10 minutes. After cooling the mixture again to −78° C., a solution of 1.0 g (3.40 mmol) of crude product from Method C in 10 mL of dry THF was added over a 10 minute period. The resulting mixture was stirred for 1 hour, at...